Dataset: the Open Reaction Database (ORD), a public repository of structured organic reaction records. Task: describe an organic reaction: reactants, conditions, products, and yield The reactants are N([C@H](CC1=C(N(C2=CC=CC=C12)C(=O)OC(C)(C)C)Cl)C(=O)N[C@H](CCCC)C(=O)OC(C)(C)C)C(=O)OC(C)(C)C (Boc-DTrp(1-Boc,2-Cl)-DNle-OtBu). The solvent is C(=O)O (formic acid). Product: N[C@H](CC1=C(N(C2=CC=CC=C12)C(=O)OC(C)(C)C)Cl)C(=O)N[C@H](CCCC)C(=O)OC(C)(C)C (H-DTrp(1-Boc,2-Cl)-DNle-OtBu). Isolated yield 46.6%. RXN SMILES: [NH:1](C(OC(C)(C)C)=O)[C@@H:2]([C:21]([NH:23][C@@H:24]([C:29]([O:31][C:32]([CH3:35])([CH3:34])[CH3:33])=[O:30])[CH2:25][CH2:26][CH2:27][CH3:28])=[O:22])[CH2:3][C:4]1[C:12]2[C:7](=[CH:8][CH:9]=[CH:10][CH:11]=2)[N:6]([C:13]([O:15][C:16]([CH3:19])([CH3:18])[CH3:17])=[O:14])[C:5]=1[Cl:20]>C(O)=O>[NH2:1][C@@H:2]([C:21]([NH:23][C@@H:24]([C:29]([O:31][C:32]([CH3:33])([CH3:35])[CH3:34])=[O:30])[CH2:25][CH2:26][CH2:27][CH3:28])=[O:22])[CH2:3][C:4]1[C:12]2[C:7](=[CH:8][CH:9]=[CH:10][CH:11]=2)[N:6]([C:13]([O:15][C:16]([CH3:19])([CH3:17])[CH3:18])=[O:14])[C:5]=1[Cl:20]. Reported procedure: A solution of Boc-DTrp(1-Boc,2-Cl)-DNle-OtBu (252 mg, prepared in (3)) in formic acid (10 ml) was stirred at room temperature for 1 h. The mixture was concentrated under reduced pressure and the residue was dissolved in ethyl acetate (50 ml). The solution was washed with sat. aq. NaHCO3 (50 ml×2) and sat. brine (50 ml) successively, dried over MgSO4 and evaporated in vacuo. The residue was purified by preparative TLC (Merck, Kieselgel 60 F254) with chloroform/methanol=30/1 for development to giv... Conditions: temperature 50 celsius. Run in CN(C=O)C (dimethylformamide). The reactants are BrCC1=CC2=C(SC=C2C(C(=O)OC)=COC)C=C1 (methyl α-(5-bromomethyl-3-benzo[b]thienyl)-β-methoxyacrylate), C1(=CC=CC=C1)O (phenol), C([O-])([O-])=O.[K+].[K+] (potassium carbonate). Product: O(C1=CC=CC=C1)CC1=CC2=C(SC=C2C(C(=O)OC)=COC)C=C1 (methyl α-(5-phenoxymethyl-3-benzo[b]thienyl)-β-methoxyacrylate). RXN SMILES: Br[CH2:2][C:3]1[CH:19]=[CH:18][C:6]2[S:7][CH:8]=[C:9]([C:10](=[CH:15][O:16][CH3:17])[C:11]([O:13][CH3:14])=[O:12])[C:5]=2[CH:4]=1.[C:20]1([OH:26])[CH:25]=[CH:24][CH:23]=[CH:22][CH:21]=1.C(=O)([O-])[O-].[K+].[K+]>CN(C)C=O>[O:26]([CH2:2][C:3]1[CH:19]=[CH:18][C:6]2[S:7][CH:8]=[C:9]([C:10](=[CH:15][O:16][CH3:17])[C:11]([O:13][CH3:14])=[O:12])[C:5]=2[CH:4]=1)[C:20]1[CH:25]=[CH:24][CH:23]=[CH:22][CH:21]=1 |f:2.3.4|. Procedure: A mixture of 1 g of methyl α-(5-bromomethyl-3-benzo[b]-thienyl)-β-methoxyacrylate (see Example 11 ), 0.28 g of phenol and 2 g of potassium carbonate in 20 ml of dimethylformamide is heated for 2 hours at 50° C. The mixture is cooled to room temperature and filtered, and the filtrate is then concentrated under reduced pressure, and the crude product is purified by chromatography on silica gel using diethyl ether/n-hexane (1:1). Recrystallization from methylene chloride/n-hexane gives methyl α-(5-... Conditions: time 16 hour. Solvent: [OH-].[Na+] (sodium hydroxide), ClCCl (dichloromethane). The product is NC1=NC=CC=C1OC(C)C1=CC=CC=C1 (2-Amino-3-(1-phenylethoxy)pyridine). Procedure details: A mixture of 1-bromoethylbenzene (55 g, 0.296 mol) and 2-amino-3-hydroxypyridine (29.6 g, 0.269 mol) in 40% aqueous sodium hydroxide solution (200 ml) and dichloromethane (200 ml) was treated with Adogen 464 (10 ml) and stirred vigorously at room temperature for 16 hours. A further 200 ml of water was added and the product extracted into dichloromethane, dried, and the solvent evaporated. Chromatography (silica gel, chloroform-methanol) gave the product as a crystalline solid (37.6 g, 63%), m.p.... Starting materials: BrC(C)C1=CC=CC=C1 (1-bromoethylbenzene), NC1=NC=CC=C1O (2-amino-3-hydroxypyridine), O (water). Isolated yield 65.2%. The reagents and catalysts are CCCCCCCC[N+](C)(CCCCCCCC)CCCCCCCC.[Cl-] (Adogen 464). RXN SMILES: Br[CH:2]([C:4]1[CH:9]=[CH:8][CH:7]=[CH:6][CH:5]=1)[CH3:3].[NH2:10][C:11]1[C:16]([OH:17])=[CH:15][CH:14]=[CH:13][N:12]=1.O>[OH-].[Na+].ClCCl.CCCCCCCC[N+](CCCCCCCC)(CCCCCCCC)C.[Cl-]>[NH2:10][C:11]1[C:16]([O:17][CH:2]([C:4]2[CH:9]=[CH:8][CH:7]=[CH:6][CH:5]=2)[CH3:3])=[CH:15][CH:14]=[CH:13][N:12]=1 |f:3.4,6.7|. The reactants are COC(=O)c1cc(Br)c(C)o1, O=C([O-])[O-], CCn1nccc1B1OC(C)(C)C(C)(C)O1, COCCOC, ClCCl, [K+], [K+], O. The product is CCn1nccc1-c1cc(C(=O)OC)oc1C. RXN SMILES: [Br:23][c:24]1[cH:25][c:26]([C:30](=[O:31])[O:32][CH3:33])[o:27][c:28]1[CH3:29].[C:17](=[O:18])([O-:19])[O-:20].[CH2:1]([CH3:2])[n:3]1[n:4][cH:5][cH:6][c:7]1[B:8]1[O:9][C:10]([CH3:11])([CH3:12])[C:13]([CH3:14])([CH3:15])[O:16]1.[CH3:34][O:35][CH2:36][CH2:37][O:38][CH3:39].[Cl:41][CH2:42][Cl:43].[K+:21].[K+:22].[OH2:40]>>[CH2:1]([CH3:2])[n:3]1[n:4][cH:5][cH:6][c:7]1-[c:24]1[cH:25][c:26]([C:30](=[O:31])[O:32][CH3:33])[o:27][c:28]1[CH3:29]. Starting materials: Cn1c(C2OCCCO2)cnc1-c1cc2nccc(Oc3ccc([N+](=O)[O-])cc3F)c2s1, Clc1ccnc2cc(-c3ccc(C4OCCO4)cn3)sc12. Yields the product O=[N+]([O-])c1ccc(Oc2ccnc3cc(-c4ccc(C5OCCO5)cn4)sc23)c(F)c1. RXN SMILES: [O:1]1[CH2:2][CH2:3][CH2:4][O:5][CH:6]1[c:7]1[n:8]([CH3:9])[c:10](-[c:11]2[s:12][c:13]3[c:14]([n:15][cH:16][cH:17][c:18]3[O:22][c:23]3[c:24]([F:32])[cH:25][c:26]([N+:29](=[O:30])[O-:31])[cH:27][cH:28]3)[cH:19]2)[n:20][cH:21]1.[O:33]1[CH:34]([c:38]2[cH:39][cH:40][c:41](-[c:44]3[cH:45][c:46]4[n:47][cH:48][cH:49][c:50]([Cl:53])[c:51]4[s:52]3)[n:42][cH:43]2)[O:35][CH2:36][CH2:37]1>>[O:22]([c:23]1[c:24]([F:32])[cH:25][c:26]([N+:29](=[O:30])[O-:31])[cH:27][cH:28]1)[c:50]1[cH:49][cH:48][n:47][c:46]2[cH:45][c:44](-[c:41]3[cH:40][cH:39][c:38]([CH:34]4[O:33][CH2:37][CH2:36][O:35]4)[cH:43][n:42]3)[s:52][c:51]21. The reactants are Nc1cc(NC(=O)c2ccc(Cl)c(Cl)c2)ccc1F, FC(F)(F)c1cccc(N=C=S)c1. Yields the product O=C(Nc1ccc(F)c(NC(=S)Nc2cccc(C(F)(F)F)c2)c1)c1ccc(Cl)c(Cl)c1. As a reaction SMILES: [Cl:1][c:2]1[cH:3][c:4]([C:5](=[O:6])[NH:7][c:8]2[cH:9][c:10]([NH2:15])[c:11]([F:14])[cH:12][cH:13]2)[cH:16][cH:17][c:18]1[Cl:19].[F:20][C:21]([c:22]1[cH:23][c:24]([N:28]=[C:29]=[S:30])[cH:25][cH:26][cH:27]1)([F:31])[F:32]>>[Cl:1][c:2]1[cH:3][c:4]([C:5](=[O:6])[NH:7][c:8]2[cH:9][c:10]([NH:15][C:29]([NH:28][c:24]3[cH:23][c:22]([C:21]([F:20])([F:31])[F:32])[cH:27][cH:26][cH:25]3)=[S:30])[c:11]([F:14])[cH:12][cH:13]2)[cH:16][cH:17][c:18]1[Cl:19]. Reactants: OCCCC(C=1OC(=C(N1)C1=CC=CC=C1)C1=CC=CC=C1)NC1CCCC2=C(C=CC=C12)OC (1-[[4-hydroxy-1-(4,5-diphenyloxazol-2-yl)butyl]amino]-5-methoxy-1,2,3,4-tetrahydronaphthalene), O=S(Cl)Cl (SOCl2). Solvent: C(Cl)Cl (CH2Cl2). Run at time 4 hour. Product: C1(=CC=CC=C1)C=1N=C(OC1C1=CC=CC=C1)C1N(CCC1)C1CCCC2=C(C=CC=C12)OC (1-[2-(4,5-diphenyloxazol-2-yl)pyrrolidin-1-yl]-5-methoxy-1,2,3,4-tetrahydronaphthalene). Yield: 65.9%. As a reaction SMILES: O[CH2:2][CH2:3][CH2:4][CH:5]([NH:23][CH:24]1[C:33]2[C:28](=[C:29]([O:34][CH3:35])[CH:30]=[CH:31][CH:32]=2)[CH2:27][CH2:26][CH2:25]1)[C:6]1[O:7][C:8]([C:17]2[CH:22]=[CH:21][CH:20]=[CH:19][CH:18]=2)=[C:9]([C:11]2[CH:16]=[CH:15][CH:14]=[CH:13][CH:12]=2)[N:10]=1.O=S(Cl)Cl>C(Cl)Cl>[C:11]1([C:9]2[N:10]=[C:6]([CH:5]3[CH2:4][CH2:3][CH2:2][N:23]3[CH:24]3[C:33]4[C:28](=[C:29]([O:34][CH3:35])[CH:30]=[CH:31][CH:32]=4)[CH2:27][CH2:26][CH2:25]3)[O:7][C:8]=2[C:17]2[CH:18]=[CH:19][CH:20]=[CH:21][CH:22]=2)[CH:16]=[CH:15][CH:14]=[CH:13][CH:12]=1. Procedure: To a solution of 1-[[4-hydroxy-1-(4,5-diphenyloxazol-2-yl)butyl]amino]-5-methoxy-1,2,3,4-tetrahydronaphthalene (0.9 g) in CH2Cl2(20 ml) was added SOCl2(3 ml). After being stirred for 4 hours, the solvent was removed. The residue was dissolved in CH3CN (20 ml) and K2CO3 (5 g) was added to the solution. After being stirred for 4 hours under reflux, the solution was poured into the mixture of ethyl acetate and water. The organic layer was washed with water and brine, dried over MgSO4, and evaporate...